From a dataset of the Open Reaction Database (ORD), a public repository of structured organic reaction records. describe an organic reaction: reactants, conditions, products, and yield Reactants: COC(C1=CC(=CC=C1)COC1=CC=C(C=C1)I)=O (3-(4-iodo-phenoxymethyl)-benzoic acid methyl ester), COC(C1=CC(=CC=C1)COC1=CC=C(C=C1)I)=O (3-(4-iodo-phenoxymethyl)-benzoic acid methyl ester), C1OC=2C=C(C=CC2O1)B(O)O (3,4-methylenedioxybenzeneboronic acid). Yields the product O1COC2=C1C=CC(=C2)C2=CC=C(OCC=1C=C(C(=O)O)C=CC1)C=C2 (3-(4-Benzo[1,3]dioxol-5-yl-phenoxymethyl)-benzoic acid). RXN SMILES: C[O:2][C:3](=[O:19])[C:4]1[CH:9]=[CH:8][CH:7]=[C:6]([CH2:10][O:11][C:12]2[CH:17]=[CH:16][C:15](I)=[CH:14][CH:13]=2)[CH:5]=1.[CH2:20]1[O:28][C:27]2[CH:26]=[CH:25][C:24](B(O)O)=[CH:23][C:22]=2[O:21]1>>[O:21]1[C:22]2[CH:23]=[CH:24][C:25]([C:15]3[CH:16]=[CH:17][C:12]([O:11][CH2:10][C:6]4[CH:5]=[C:4]([CH:9]=[CH:8][CH:7]=4)[C:3]([OH:2])=[O:19])=[CH:13][CH:14]=3)=[CH:26][C:27]=2[O:28][CH2:20]1. Reported procedure: 3-(4-Benzo[1,3]dioxol-5-yl-phenoxymethyl)-benzoic acid was prepared using general procedure 1 from 3-(4-iodo-phenoxymethyl)-benzoic acid methyl ester (of Intermediate 1) and 3,4-methylenedioxybenzeneboronic acid (ASDI Incorporated, Newark, Del.). Mass spectrum MH+=349. Procedure: A solution of 2.82 g of 4'-(p-toluenesulphonyloxy)biphenyl-4-carboxaldehyde and 1.54 g of 2-hexyl-1,3-propane-diol in 50 ml of toluene was treated with 3 drops of 10% (vol.) sulphuric acid. The mixture was heated to boiling for 1.5 hours, with about 50 ml of damp toluene being distilled off and 30 ml of fresh toluene being simultaneously added dropwise. Then, 10 drops of triethylamine were added to the reaction mixture. After cooling the mixture was washed with 10 ml of lN sodium hydrogen carbon... The yield is 71.2%. Run in C1(=CC=CC=C1)C (toluene), C1(=CC=CC=C1)C (toluene), ClCCl (dichloromethane). Yields the product residue, C(CCCCC)C1COC(OC1)C1=CC=C(C=C1)C1=CC=C(C=C1)O (5-hexyl-2-(4'-hydroxy-4-biphenylyl)-m-dioxane). Conditions: time 1.8 hour. As a reaction SMILES: C1(C)C=CC(S([O:10][C:11]2[CH:16]=[CH:15][C:14]([C:17]3[CH:22]=[CH:21][C:20]([CH:23]=[O:24])=[CH:19][CH:18]=3)=[CH:13][CH:12]=2)(=O)=O)=CC=1.[CH2:26]([CH:32]([CH2:35]O)[CH2:33][OH:34])[CH2:27][CH2:28][CH2:29][CH2:30][CH3:31].S(=O)(=O)(O)O>C1(C)C=CC=CC=1.ClCCl>[CH2:26]([CH:32]1[CH2:35][O:24][CH:23]([C:20]2[CH:19]=[CH:18][C:17]([C:14]3[CH:13]=[CH:12][C:11]([OH:10])=[CH:16][CH:15]=3)=[CH:22][CH:21]=2)[O:34][CH2:33]1)[CH2:27][CH2:28][CH2:29][CH2:30][CH3:31]. Reactants: C1(=CC=C(C=C1)S(=O)(=O)OC1=CC=C(C=C1)C1=CC=C(C=C1)C=O)C (4'-(p-toluenesulphonyloxy)biphenyl-4-carboxaldehyde), C(CCCCC)C(CO)CO (2-hexyl-1,3-propane-diol), S(O)(O)(=O)=O (sulphuric acid). Reactants: BrC(C(=O)OC)C(CC)C (methyl 2-bromo-3-methylvalerate), NC1=C(C=CC=C1)S (2-aminothiophenol). Product: CC(CC)C1SC2=C(NC1=O)C=CC=C2 (2-(1-methylpropyl)-2H-1,4-benzothiazin-3(4H)-one). As a reaction SMILES: Br[CH:2]([CH:7]([CH3:10])[CH2:8][CH3:9])[C:3]([O:5]C)=O.[NH2:11][C:12]1[CH:17]=[CH:16][CH:15]=[CH:14][C:13]=1[SH:18]>>[CH3:10][CH:7]([CH:2]1[C:3](=[O:5])[NH:11][C:12]2[CH:17]=[CH:16][CH:15]=[CH:14][C:13]=2[S:18]1)[CH2:8][CH3:9]. The yield is 72.6%. Procedure details: In the same manner as in Reference Example 9, methyl 2-bromo-3-methylvalerate (1:1 diastereomer mixture) and 2-aminothiophenol were allowed to react followed by ring closure reaction, to give 2-(1-methylpropyl)-2H-1,4-benzothiazin-3(4H)-one (1:1 diastereomer mixture) as colorless prisms. mp 99°-100° C. (recrystallized from ethanol). Yield 72.6%. Reactants: C(C)(C)OC(=O)C1=C(C=CC=C1)S(=O)(=O)N=C=O (2-(i-propoxycarbonyl) benzenesulfonyl isocyanate), NC1=NC(=NC(=N1)OC)C(F)(F)F (2-amino-4-methoxy-6-trifluoromethyl-1,3, 5-triazine). Solvent: ClCCCl (1,2-dichloroethane), ClCCCl (1,2-dichloroethane). Conditions: temperature 25 celsius, time 16 hour. Yields the product COC1=NC(=NC(=N1)C(F)(F)F)NC(NS(=O)(=O)C1=C(C(=O)OC(C)C)C=CC=C1)=O (i-Propyl 2-[3-(4-methoxy-6-trifluoromethyl-1,3, 5-triazin-2-yl)ureidosulfonyl]benzoate). The yield is 65.0%. Reaction SMILES: [CH:1]([O:4][C:5]([C:7]1[CH:12]=[CH:11][CH:10]=[CH:9][C:8]=1[S:13]([N:16]=[C:17]=[O:18])(=[O:15])=[O:14])=[O:6])([CH3:3])[CH3:2].[NH2:19][C:20]1[N:25]=[C:24]([O:26][CH3:27])[N:23]=[C:22]([C:28]([F:31])([F:30])[F:29])[N:21]=1>ClCCCl>[CH3:27][O:26][C:24]1[N:23]=[C:22]([C:28]([F:31])([F:29])[F:30])[N:21]=[C:20]([NH:19][C:17](=[O:18])[NH:16][S:13]([C:8]2[CH:9]=[CH:10][CH:11]=[CH:12][C:7]=2[C:5]([O:4][CH:1]([CH3:3])[CH3:2])=[O:6])(=[O:15])=[O:14])[N:25]=1. Reported procedure: A solution of 5.4 g of 2-(i-propoxycarbonyl) benzenesulfonyl isocyanate (20 mmol) in 5.4 g of 1,2-dichloroethane is added dropwise over the course of 5 min to a solution of 3.9 g of 2-amino-4-methoxy-6-trifluoromethyl-1,3, 5-triazine (20 mmol) in 150 ml of 1,2-dichloroethane at 25° C. The mixture is stirred at 25° C. for 16 h and then at 50° C. for 2 h. After removal of the volatiles under waterpump vacuum at 60° C., the residue is stirred with a mixture of ethanol and pentane, when crystallizat... Starting materials: OCC1C=2CCC2CCCCCCCC1 (2-hydroxymethyl-bicyclo[9.2.0]tridec-1(11)-ene), C=O (paraformaldehyde), C1(=CC=C(C=C1)S(=O)(=O)O)C (p-toluenesulphonic acid). The reagents and catalysts are C(C)(=O)OC(C)=O (acetic anhydride). Solvent: C(C)(=O)O (acetic acid). The product is C123COCCCCCCCCCC3=C1CC2 (3-Oxa-tricyclo[11.3.0.01,14 ]hexadec-13-ene). RXN SMILES: [OH:1][CH2:2][CH:3]1[CH2:15][CH2:14][CH2:13][CH2:12][CH2:11][CH2:10][CH2:9][CH2:8][C:7]2[CH2:6][CH2:5][C:4]1=2.C=O.[C:18]1(C)C=CC(S(O)(=O)=O)=CC=1>C(OC(=O)C)(=O)C.C(O)(=O)C>[C:7]123[CH2:4][CH2:5][C:6]1=[C:8]2[CH2:9][CH2:10][CH2:11][CH2:12][CH2:13][CH2:14][CH2:15][CH2:3][CH2:2][O:1][CH2:18]3. Reported procedure: A mixture of the alcohol obtained as indicated above (1 g), 0.2 g of paraformaldehyde, 0.1 g of p-toluenesulphonic acid and 10 ml of acetic acid in the presence of a few drops of acetic anhydride was heated for 41/2 hour at 95° while stirring. The usual treatments of extraction, separation, drying, and evaporation gave 0.7 g of a product which was distilled on a bulb apparatus. The purity of the thus obtained compound was of about 95 % as shown by gas chromatographic analysis. This compound was ... The reactants are N1=C(C=C2N1C=CC=N2)C(=O)O (pyrazolo[1,5-a]pyrimidinecarboxylic acid), Cl.ClC=1C=C(C=CC1Cl)C1=CC=C(O1)CCN (2-(5-(3,4-dichlorophenyl)furan-2-yl)ethanamine hydrochloride). Product: ClC=1C=C(C=CC1Cl)C1=CC=C(O1)CCNC(=O)C1=NN2C(N=CC=C2)=C1 (N-(2-(5-(3,4-dichlorophenyl)furan-2-yl)ethyl)pyrazolo[1,5-a]pyrimidine-2-carboxamide). Yield: 53.3%. Reaction SMILES: [N:1]1[N:5]2[CH:6]=[CH:7][CH:8]=[N:9][C:4]2=[CH:3][C:2]=1[C:10]([OH:12])=O.Cl.[Cl:14][C:15]1[CH:16]=[C:17]([C:22]2[O:26][C:25]([CH2:27][CH2:28][NH2:29])=[CH:24][CH:23]=2)[CH:18]=[CH:19][C:20]=1[Cl:21]>>[Cl:14][C:15]1[CH:16]=[C:17]([C:22]2[O:26][C:25]([CH2:27][CH2:28][NH:29][C:10]([C:2]3[CH:3]=[C:4]4[N:9]=[CH:8][CH:7]=[CH:6][N:5]4[N:1]=3)=[O:12])=[CH:24][CH:23]=2)[CH:18]=[CH:19][C:20]=1[Cl:21] |f:1.2|. Procedure: The title compound was prepared using the method of Example 20 but starting from pyrazolo[1,5-a]pyrimidinecarboxylic acid (82 mg; 0.5 mmol) and 2-(5-(3,4-dichlorophenyl)furan-2-yl)ethanamine hydrochloride (146 mg; 0.5 mmol). Crude product was purified by chromatography (CombiFlash, silica column, eluent: 0-20% DCM/MeOH) to obtain 107 mg of the title compound. The product was further purified by trituration in toluene to give 55 mg of pure product (27%). 1H-NMR (400 MHz; d1-CDCl3): δ 3.06 (t, 2H)...